Dataset: the Open Reaction Database (ORD), a public repository of structured organic reaction records. Task: describe an organic reaction: reactants, conditions, products, and yield Reactants: C, N#CC(c1ccccc1)(c1ccccc1)C1CCN(Cc2ccccc2)C1, CCO, [H][H], [Pd], O=S(=O)(O)O. Reaction SMILES: [C:35].[CH2:1]([c:2]1[cH:3][cH:4][cH:5][cH:6][cH:7]1)[N:8]1[CH2:9][CH:10]([C:13]([c:14]2[cH:15][cH:16][cH:17][cH:18][cH:19]2)([c:20]2[cH:21][cH:22][cH:23][cH:24][cH:25]2)[C:26]#[N:27])[CH2:11][CH2:12]1.[CH3:37][CH2:38][OH:39].[H:33][H:34].[Pd:36].[S:28](=[O:29])(=[O:30])([OH:31])[OH:32]>>[NH:8]1[CH2:9][CH:10]([C:13]([c:14]2[cH:15][cH:16][cH:17][cH:18][cH:19]2)([c:20]2[cH:21][cH:22][cH:23][cH:24][cH:25]2)[C:26]#[N:27])[CH2:11][CH2:12]1. The product is N#CC(c1ccccc1)(c1ccccc1)C1CCNC1. The reactants are COC(=O)C(Cc1ccccc1)Cc1ccc(OCCn2c(=O)sc3cc(C(=O)c4ccccc4)ccc32)cc1, CON. Product: CON=C(c1ccccc1)c1ccc2c(c1)sc(=O)n2CCOc1ccc(CC(Cc2ccccc2)C(=O)OC)cc1. RXN SMILES: [C:1]([c:2]1[cH:3][cH:4][cH:5][cH:6][cH:7]1)(=[O:8])[c:9]1[cH:10][c:11]2[c:12]([n:13]([CH2:17][CH2:18][O:19][c:20]3[cH:21][cH:22][c:23]([CH2:24][CH:25]([C:26](=[O:27])[O:28][CH3:29])[CH2:30][c:31]4[cH:32][cH:33][cH:34][cH:35][cH:36]4)[cH:37][cH:38]3)[c:14](=[O:16])[s:15]2)[cH:39][cH:40]1.[CH3:41][O:42][NH2:43]>>[C:1]([c:2]1[cH:3][cH:4][cH:5][cH:6][cH:7]1)([c:9]1[cH:10][c:11]2[c:12]([n:13]([CH2:17][CH2:18][O:19][c:20]3[cH:21][cH:22][c:23]([CH2:24][CH:25]([C:26](=[O:27])[O:28][CH3:29])[CH2:30][c:31]4[cH:32][cH:33][cH:34][cH:35][cH:36]4)[cH:37][cH:38]3)[c:14](=[O:16])[s:15]2)[cH:39][cH:40]1)=[N:43][O:42][CH3:41]. The reactants are O=C(O)c1ccc(CBr)c([N+](=O)[O-])c1, CCO, N. Product: NCc1ccc(C(=O)O)cc1[N+](=O)[O-]. Reaction SMILES: [Br:1][CH2:2][c:3]1[c:4]([N+:12](=[O:13])[O-:14])[cH:5][c:6]([C:7](=[O:8])[OH:9])[cH:10][cH:11]1.[CH3:16][CH2:17][OH:18].[NH3:15]>>[CH2:2]([c:3]1[c:4]([N+:12](=[O:13])[O-:14])[cH:5][c:6]([C:7](=[O:8])[OH:9])[cH:10][cH:11]1)[NH2:15]. The reactants are BrC=1C=C(C(N(C1)C)=O)NC1=NC=C(C=C1)N1C[C@H](N(CC1)C)C ((R)-5-Bromo-3-(5-(3,4-dimethylpiperazin-1-yl)pyridin-2-ylamino)-1-methyl pyridin-2(1H)-one), C(C)(=O)OCC1=C(C=C(C=C1B1OC(C(O1)(C)C)(C)C)F)N1C(C=2N(C=3CCCCC3C2)CC1)=O (4-fluoro-2-(1-oxo-3,4,6,7,8,9-hexahydropyrazino[1,2-a]indol-2(1H)-yl)-6-(4,4,5,5-tetramethyl-1,3,2-dioxaborolan-2-yl)benzyl acetate), CC(=O)[O-].[Na+] (NaOAc), [O-]P(=O)([O-])[O-].[K+].[K+].[K+] (K3PO4). The reagents and catalysts are C1=CC=C(C=C1)P([C-]2C=CC=C2)C3=CC=CC=C3.C1=CC=C(C=C1)P([C-]2C=CC=C2)C3=CC=CC=C3.Cl[Pd]Cl.[Fe+2] (PdCl2(dppf)). Run in O1CCOCC1 (dioxane). Conditions: temperature 110 celsius. Yields the product C(C)(=O)OCC1=C(C=C(C=C1N1C(C=2N(C=3CCCCC3C2)CC1)=O)F)C1=CN(C(C(=C1)NC1=NC=C(C=C1)N1C[C@H](N(CC1)C)C)=O)C ((R)-2-(5-(5-(3,4-Dimethylpiperazin-1-yl)pyridin-2-ylamino)-1-methyl-6-oxo-1,6-dihydropyridin-3-yl)-4-fluoro-6-(1-oxo-3,4,6,7,8,9-hexahydropyrazino[1,2-a]indol-2(1H)-yl)benzyl acetate). The yield is 52.7%. RXN SMILES: Br[C:2]1[CH:3]=[C:4]([NH:10][C:11]2[CH:16]=[CH:15][C:14]([N:17]3[CH2:22][CH2:21][N:20]([CH3:23])[C@H:19]([CH3:24])[CH2:18]3)=[CH:13][N:12]=2)[C:5](=[O:9])[N:6]([CH3:8])[CH:7]=1.[C:25]([O:28][CH2:29][C:30]1[C:35](B2OC(C)(C)C(C)(C)O2)=[CH:34][C:33]([F:45])=[CH:32][C:31]=1[N:46]1[CH2:58][CH2:57][N:49]2[C:50]3[CH2:51][CH2:52][CH2:53][CH2:54][C:55]=3[CH:56]=[C:48]2[C:47]1=[O:59])(=[O:27])[CH3:26].CC([O-])=O.[Na+].[O-]P([O-])([O-])=O.[K+].[K+].[K+]>C1C=CC(P(C2C=CC=CC=2)[C-]2C=CC=C2)=CC=1.C1C=CC(P(C2C=CC=CC=2)[C-]2C=CC=C2)=CC=1.Cl[Pd]Cl.[Fe+2].O1CCOCC1>[C:25]([O:28][CH2:29][C:30]1[C:31]([N:46]2[CH2:58][CH2:57][N:49]3[C:50]4[CH2:51][CH2:52][CH2:53][CH2:54][C:55]=4[CH:56]=[C:48]3[C:47]2=[O:59])=[CH:32][C:33]([F:45])=[CH:34][C:35]=1[C:2]1[CH:3]=[C:4]([NH:10][C:11]2[CH:16]=[CH:15][C:14]([N:17]3[CH2:22][CH2:21][N:20]([CH3:23])[C@H:19]([CH3:24])[CH2:18]3)=[CH:13][N:12]=2)[C:5](=[O:9])[N:6]([CH3:8])[CH:7]=1)(=[O:27])[CH3:26] |f:2.3,4.5.6.7,8.9.10.11|. Reported procedure: A sealed tube equipped with a magnetic stirrer was charged with 108e (280 mg, 0.71 mmol), 4-fluoro-2-(1-oxo-3,4,6,7,8,9-hexahydropyrazino[1,2-a]indol-2(1H)-yl)-6-(4,4,5,5-tetramethyl-1,3,2-dioxaborolan-2-yl)benzyl acetate (344 mg, 0.71 mmol), PdCl2(dppf) (58 mg, 0.071 mmol), 1.0 M NaOAc (2.0 equiv), 1.0 M K3PO4 (2.0 equiv), and dioxane (5 mL). After three cycles of vacuum/argon flush, the mixture was heated at 110° C. for 2 h. It was then filtered and the filtrate was evaporated in vacuo. The re... Reactants: CC(=O)OCOC(COCc1ccccc1)COCc1ccccc1, CC(=O)Nc1nc2c(ncn2C(C)=O)c(=O)[nH]1, CCOCC, O=[N+]([O-])c1ccc(OP(=O)([O-])Oc2ccc([N+](=O)[O-])cc2)cc1. Yields the product CC(=O)Nc1nc2c(ncn2COC(COCc2ccccc2)COCc2ccccc2)c(=O)[nH]1. Reaction SMILES: [C:18]([O:19][CH2:20][O:21][CH:24]([CH2:25][O:26][CH2:27][c:28]1[cH:29][cH:30][cH:31][cH:32][cH:33]1)[CH2:34][O:35][CH2:36][c:37]1[cH:38][cH:39][cH:40][cH:41][cH:42]1)(=[O:22])[CH3:23].[C:1]([CH3:2])(=[O:3])[NH:4][c:5]1[nH:6][c:7](=[O:17])[c:8]2[n:9][cH:10][n:11]([C:14]([CH3:15])=[O:16])[c:12]2[n:13]1.[CH2:66]([O:67][CH2:68][CH3:69])[CH3:70].[N+:43]([c:44]1[cH:45][cH:46][c:47]([O:48][P:49]([O-:50])([O:51][c:52]2[cH:53][cH:54][c:55]([N+:56]([O-:57])=[O:58])[cH:59][cH:60]2)=[O:61])[cH:62][cH:63]1)([O-:64])=[O:65]>>[C:1]([CH3:2])(=[O:3])[NH:4][c:5]1[nH:6][c:7](=[O:17])[c:8]2[n:9][cH:10][n:11]([CH2:14][O:16][CH:24]([CH2:25][O:26][CH2:27][c:28]3[cH:29][cH:30][cH:31][cH:32][cH:33]3)[CH2:34][O:35][CH2:36][c:37]3[cH:38][cH:39][cH:40][cH:41][cH:42]3)[c:12]2[n:13]1. Reactants: NC=1C(=NC(=C(N1)N)F)C(=O)N=CNNC(=O)C=1NC=CN1 (3,5-diamino-6-fluoro-N-{[(imidazolcarbonyl)amino]aminomethylene}-2-pyrazinecarboxamide), C(C)(C)N (isopropylamine). Product: NC=1C(=NC(=C(N1)N)F)C(=O)N=CNNC(=O)NC(C)C (3,5-diamino-6-fluoro-N-{[(isopropylaminocarbonyl)amino]aminomethylene}-2-pyrazinecarboxamide). Reaction SMILES: [NH2:1][C:2]1[C:3]([C:10]([N:12]=[CH:13][NH:14][NH:15][C:16](C2NC=CN=2)=[O:17])=[O:11])=[N:4][C:5]([F:9])=[C:6]([NH2:8])[N:7]=1.[CH:23]([NH2:26])([CH3:25])[CH3:24]>>[NH2:1][C:2]1[C:3]([C:10]([N:12]=[CH:13][NH:14][NH:15][C:16]([NH:26][CH:23]([CH3:25])[CH3:24])=[O:17])=[O:11])=[N:4][C:5]([F:9])=[C:6]([NH2:8])[N:7]=1. Reported procedure: Following the procedure of Example 54, Step B but substituting 3,5-diamino-6-fluoro-N-{[(imidazolcarbonyl)amino]aminomethylene}-2-pyrazinecarboxamide (1.3 g.) and isopropylamine (0.45 ml) in place of the corresponding reactants in Example 54, Step B there is obtained 3,5-diamino-6-fluoro-N-{[(isopropylaminocarbonyl)amino]aminomethylene}-2-pyrazinecarboxamide. Yield: 600 Mg. M.P. 221° C.